From a dataset of the Open Reaction Database (ORD), a public repository of structured organic reaction records. describe an organic reaction: reactants, conditions, products, and yield The reactants are ClC1=C(CN[C@@H]2CNCC2)C=CC(=C1)Cl ((S)-(2,4-dichlorobenzyl)-pyrrolidin-3-ylamine), ClC1=NC=C(C#N)C=C1 (6-chloronicotinonitrile), C(C)(C)N(CC)C(C)C (diisopropylethylamine). Run in CN(C)C=O (DMF). The product is ClC1=C(CN[C@@H]2CN(CC2)C2=NC=C(C#N)C=C2)C=CC(=C1)Cl ((S)-6-[3-(2,4-Dichlorobenzylamino)-pyrrolidin-1-yl]-nicotinonitrile). Reaction SMILES: [Cl:1][C:2]1[CH:14]=[C:13]([Cl:15])[CH:12]=[CH:11][C:3]=1[CH2:4][NH:5][C@H:6]1[CH2:10][CH2:9][NH:8][CH2:7]1.Cl[C:17]1[CH:24]=[CH:23][C:20]([C:21]#[N:22])=[CH:19][N:18]=1.C(N(C(C)C)CC)(C)C>CN(C=O)C>[Cl:1][C:2]1[CH:14]=[C:13]([Cl:15])[CH:12]=[CH:11][C:3]=1[CH2:4][NH:5][C@H:6]1[CH2:10][CH2:9][N:8]([C:17]2[CH:24]=[CH:23][C:20]([C:21]#[N:22])=[CH:19][N:18]=2)[CH2:7]1. Reported procedure: Stir a mixture of (S)-(2,4-dichlorobenzyl)-pyrrolidin-3-ylamine (200 mg, 0.82 mmol), 6-chloronicotinonitrile (75 mg, 0.54 mmol) and diisopropylethylamine (140 μl, 0.82 mmol) in DMF (5 mL) at room temperature overnight. Concentrate and chromatograph on silica gel to give the title compound. Form the hydrochloride by essentially the procedure in Example 1 to give 1H NMR (300 MHz, MeOH-d4) δ 8.44 (1H, d, J=1.51 Hz), 7.95 (1H, dd, J=9.23, 2.07 Hz), 7.56-7.68 (2H, m), 7.40 (1H, dd, J=8.38, 2.17 Hz), ... Yields the product Cl, Cc1cc(I)c(O)c2c1CCC2N. Starting materials: Cl, ClI, Cc1ccc(O)c2c1CCC2N, O. Reaction SMILES: [ClH:1].[I:14][Cl:15].[NH2:2][CH:3]1[CH2:4][CH2:5][c:6]2[c:7]([CH3:13])[cH:8][cH:9][c:10]([OH:12])[c:11]21.[OH2:16]>>[ClH:1].[NH2:2][CH:3]1[CH2:4][CH2:5][c:6]2[c:7]([CH3:13])[cH:8][c:9]([I:14])[c:10]([OH:12])[c:11]21. Reactants: BrC=1C=C(N)C=CC1OC(F)(F)F (3-bromo-4-[(trifluoromethyl)oxy]aniline), IC1=CC=C(C=C1)S(=O)(=O)Cl (4-iodobenzenesulfonyl chloride). The product is BrC=1C=C(C=CC1OC(F)(F)F)NS(=O)(=O)C1=CC=C(C=C1)I (N-{3-Bromo-4-[(trifluoromethyl)oxy]phenyl}-4-iodobenzenesulfonamide). As a reaction SMILES: [Br:1][C:2]1[CH:3]=[C:4]([CH:6]=[CH:7][C:8]=1[O:9][C:10]([F:13])([F:12])[F:11])[NH2:5].[I:14][C:15]1[CH:20]=[CH:19][C:18]([S:21](Cl)(=[O:23])=[O:22])=[CH:17][CH:16]=1>>[Br:1][C:2]1[CH:3]=[C:4]([NH:5][S:21]([C:18]2[CH:19]=[CH:20][C:15]([I:14])=[CH:16][CH:17]=2)(=[O:23])=[O:22])[CH:6]=[CH:7][C:8]=1[O:9][C:10]([F:11])([F:12])[F:13]. Procedure details: The title compound was prepared from 3-bromo-4-[(trifluoromethyl)oxy]aniline and 4-iodobenzenesulfonyl chloride using a similar method to that described for Examples 82-100. MS (ES−) m/e 520/522 [M−H]−. The reactants are COC(NN=C(C)C=1N=C(NC1I)C1=CC=CC=C1)=O (3-[1-(5-Iodo-2-phenyl-4-imidazolyl)ethylidene]-carbazic acid methyl ester). Run in ClC1=C(C=CC=C1)Cl (o-dichlorobenzene), CO (methanol). Conditions: time 20 minute. Yields the product C1(=CC=CC=C1)C1=NC(=C2N1C(NN=C2)=O)I (6-phenyl-8-iodo-imidazo[1,5-d]-as-triazin-4(3H)-one). Yield: 70.4%. Reaction SMILES: C[O:2][C:3](=O)[NH:4][N:5]=[C:6]([C:8]1[N:9]=[C:10]([C:14]2[CH:19]=[CH:18][CH:17]=[CH:16][CH:15]=2)[NH:11][C:12]=1[I:13])C>ClC1C=CC=CC=1Cl.CO>[C:14]1([C:10]2[N:9]3[C:3](=[O:2])[NH:4][N:5]=[CH:6][C:8]3=[C:12]([I:13])[N:11]=2)[CH:19]=[CH:18][CH:17]=[CH:16][CH:15]=1. Reported procedure: 3-[1-(5-Iodo-2-phenyl-4-imidazolyl)ethylidene]-carbazic acid methyl ester (1.01 gm., 0.0027 mole) is dissolved in a mixture of o-dichlorobenzene (150 ml.) and methanol (15 ml.). The solution is heated to the boiling point and boiled for 20 minutes allowing solvent to distill off partially. The reaction mixture is chromatographed over a silica gel column and eluted with a hexane-ethyl acetate (2:1) mixture to yield the title product (0.63 gm., 0.0019 mole). Recrystallization from ethyl acetate-he... Starting materials: BrC(C(C(=O)OCC)=O)CC1=CC=CC=C1 (ethyl 3-bromo-2-oxo-4-phenylbutanoate), FC1=C(C(N)=S)C=C(C=C1)F (2,5-difluorobenzothioamide). The solvent is CO (MeOH). The product is C(C1=CC=CC=C1)C1=C(N=C(S1)C1=C(C=CC(=C1)F)F)C(=O)OCC (ethyl 5-benzyl-2-(2,5-difluorophenyl)thiazole-4-carboxylate). Isolated yield 60.4%. As a reaction SMILES: Br[CH:2]([CH2:10][C:11]1[CH:16]=[CH:15][CH:14]=[CH:13][CH:12]=1)[C:3](=O)[C:4]([O:6][CH2:7][CH3:8])=[O:5].[F:17][C:18]1[CH:26]=[CH:25][C:24]([F:27])=[CH:23][C:19]=1[C:20](=[S:22])[NH2:21]>CO>[CH2:10]([C:2]1[S:22][C:20]([C:19]2[CH:23]=[C:24]([F:27])[CH:25]=[CH:26][C:18]=2[F:17])=[N:21][C:3]=1[C:4]([O:6][CH2:7][CH3:8])=[O:5])[C:11]1[CH:16]=[CH:15][CH:14]=[CH:13][CH:12]=1. Reported procedure: To a solution of ethyl 3-bromo-2-oxo-4-phenylbutanoate (13.8 g, 48.4 mmol) in MeOH (161 mL) was slowly added 2,5-difluorobenzothioamide (8.38 g, 48.4 mmol) at room temperature. The reaction mixture was then refluxed for overnight. After cooled down, white precipitate was filtered, washed by cold ethanol and dried. A mixture of methyl 5-benzyl-2-(2,5-difluorophenyl)thiazole-4-carboxylate and ethyl 5-benzyl-2-(2,5-difluorophenyl)thiazole-4-carboxylate (10.5 g, 61%) was obtained as white solid. LC/...